Dataset: the Open Reaction Database (ORD), a public repository of structured organic reaction records. Task: describe an organic reaction: reactants, conditions, products, and yield Starting materials: C(C)OC(CNCC1=C(C=C(C=C1)OC)OC)=O (N-(2,4-dimethoxy-benzyl)glycine ethyl ester), C([O-])([O-])=O.[K+].[K+] (potassium carbonate), COC(=O)C=1SC=C(C1CBr)Br (4-Bromo-3-bromomethyl-thiophene-2-carboxylic acid methyl ester). The solvent is C(C)(=O)OCC (ethyl acetate), CN(C=O)C (N,N-dimethylformamide). Conditions: time 18 hour. Product: COC(=O)C=1SC=C(C1CN(CC(=O)OC)CC1=C(C=C(C=C1)OC)OC)Br (4-Bromo-3-{[(2,4-dimethoxy-benzyl)-methoxycarbonylmethyl-amino]-methyl}-thiophene-2-carboxylic acid methyl ester). The yield is 92.1%. As a reaction SMILES: [CH3:1][O:2][C:3]([C:5]1[S:6][CH:7]=[C:8]([Br:12])[C:9]=1[CH2:10]Br)=[O:4].[CH2:13]([O:15][C:16](=[O:30])[CH2:17][NH:18][CH2:19][C:20]1[CH:25]=[CH:24][C:23]([O:26][CH3:27])=[CH:22][C:21]=1[O:28][CH3:29])C.C(=O)([O-])[O-].[K+].[K+]>CN(C)C=O.C(OCC)(=O)C>[CH3:1][O:2][C:3]([C:5]1[S:6][CH:7]=[C:8]([Br:12])[C:9]=1[CH2:10][N:18]([CH2:19][C:20]1[CH:25]=[CH:24][C:23]([O:26][CH3:27])=[CH:22][C:21]=1[O:28][CH3:29])[CH2:17][C:16]([O:15][CH3:13])=[O:30])=[O:4] |f:2.3.4|. Procedure: 4-Bromo-3-bromomethyl-thiophene-2-carboxylic acid methyl ester (2.28 g, 7.31 mmol), example 31-b, was dissolved in 18 mL of dry N,N-dimethylformamide. N-(2,4-dimethoxy-benzyl)glycine ethyl ester (1.75 g, 7.31 mmol) and potassium carbonate (1.11 g, 8.04 mmol) were added and the reaction mixture was stirred at room temperature for 18 hours. The reaction mixture was diluted with ethyl acetate and washed with water and brine. The organic fraction was dried over anhydrous sodium sulfate, and concentr... Starting materials: C(Cl)Cl (DCM), CC(=O)[O-].[K+] (KOAc), BrC1=CC=2N(C=C1)C(=NN2)C (7-bromo-3-methyl-[1,2,4]triazolo[4,3-a]pyridine), B1(OC(C(O1)(C)C)(C)C)B2OC(C(O2)(C)C)(C)C (bis(pinacolato)diboron). The reagents and catalysts are C1=CC=C(C=C1)P([C-]2C=CC=C2)C3=CC=CC=C3.C1=CC=C(C=C1)P([C-]2C=CC=C2)C3=CC=CC=C3.Cl[Pd]Cl.[Fe+2] (PdCl2(dppf)). Solvent: O1CCOCC1 (dioxane). Conditions: temperature 100 celsius. The product is CC1=NN=C2N1C=CC(=C2)B(O)O (3-methyl-[1,2,4]triazolo[4,3-a]pyridin-7-ylboronic acid). RXN SMILES: Br[C:2]1[CH:7]=[CH:6][N:5]2[C:8]([CH3:11])=[N:9][N:10]=[C:4]2[CH:3]=1.C(Cl)Cl.[B:15]1(B2OC(C)(C)C(C)(C)O2)[O:19]C(C)(C)C(C)(C)[O:16]1.CC([O-])=O.[K+]>C1C=CC(P(C2C=CC=CC=2)[C-]2C=CC=C2)=CC=1.C1C=CC(P(C2C=CC=CC=2)[C-]2C=CC=C2)=CC=1.Cl[Pd]Cl.[Fe+2].O1CCOCC1>[CH3:11][C:8]1[N:5]2[CH:6]=[CH:7][C:2]([B:15]([OH:19])[OH:16])=[CH:3][C:4]2=[N:10][N:9]=1 |f:3.4,5.6.7.8|. Procedure details: To a vial flushed with argon was added 7-bromo-3-methyl-[1,2,4]triazolo[4,3-a]pyridine (318 mg, 1.5 mmol), PdCl2(dppf).DCM (245 mg, 0.3 mmol), bis(pinacolato)diboron (508 mg, 2 mmol), and KOAc (442 mg, 4.5 mmol). Anhydrous dioxane (8 mL) was added, and the mixture was heated to 100° C. for 3 hours. After cooling to room temperature, the mixture was filtered over a plug of Celite, and concentrated to provide the crude product, which was used directly without further purification. LCMS-ESI+: calc'... The reactants are ice H2O, BrC1=C(C=C(C(=O)O)C=C1OCC)OCC (4-Bromo-3,5-diethoxybenzoic acid), C1=CN(C=N1)C(=O)N2C=CN=C2 (CDI), CC(C)(C)O (t-BuOH), C1CCC2=NCCCN2CC1 (DBU). Solvent: CN(C)C=O (DMF). Conditions: temperature 40 celsius, time 2 hour. Yields the product BrC1=C(C=C(C(=O)OC(C)(C)C)C=C1OCC)OCC (tert-Butyl 4-bromo-3,5-diethoxybenzoate). As a reaction SMILES: [Br:1][C:2]1[C:10]([O:11][CH2:12][CH3:13])=[CH:9][C:5]([C:6]([OH:8])=[O:7])=[CH:4][C:3]=1[O:14][CH2:15][CH3:16].C1N=CN(C(N2C=NC=C2)=O)C=1.[CH3:29][C:30](O)([CH3:32])[CH3:31].C1CCN2C(=NCCC2)CC1>CN(C=O)C>[Br:1][C:2]1[C:10]([O:11][CH2:12][CH3:13])=[CH:9][C:5]([C:6]([O:8][C:30]([CH3:32])([CH3:31])[CH3:29])=[O:7])=[CH:4][C:3]=1[O:14][CH2:15][CH3:16]. Procedure: To a mixture of 4-Bromo-3,5-diethoxybenzoic acid (2.8 g) in DMF (25 ml) was added CDI (1.8 g) at room temperature and the mixture was stirred at 40° C. for 2 h. To the reaction mixture, t-BuOH (1.85 ml) and DBU (1.75 ml) were added and further stirred at 40° C. overnight. After cooling to room temperature, the mixture was poured into ice-H2O and extracted with EtOAc. The organic layer was washed with H2O, brine and dried over sodium sulfate. After filtration and concentration, the residue was pu... Starting materials: COCOc1ccc(N)c([N+](=O)[O-])c1, O, Cc1ccc(S(=O)(=O)Cl)cc1, c1ccncc1. The product is COCOc1ccc(NS(=O)(=O)c2ccc(C)cc2)c([N+](=O)[O-])c1. RXN SMILES: [CH3:1][O:2][CH2:3][O:4][c:5]1[cH:6][c:7]([N+:12](=[O:13])[O-:14])[c:8]([NH2:9])[cH:10][cH:11]1.[OH2:26].[c:15]1([CH3:25])[cH:16][cH:17][c:18]([S:21](=[O:22])(=[O:23])[Cl:24])[cH:19][cH:20]1.[cH:27]1[cH:28][cH:29][n:30][cH:31][cH:32]1>>[CH3:1][O:2][CH2:3][O:4][c:5]1[cH:6][c:7]([N+:12](=[O:13])[O-:14])[c:8]([NH:9][S:21]([c:18]2[cH:17][cH:16][c:15]([CH3:25])[cH:20][cH:19]2)(=[O:22])=[O:23])[cH:10][cH:11]1. Reactants: OC1=C(C(=O)OC)C=CC(=C1)O (methyl 2,4-dihydroxybenzoate), C(C1=CC=CC=C1)Cl (benzyl chloride), C([O-])([O-])=O.[K+].[K+] (potassium carbonate), [I-].[K+] (potassium iodide). Reagents/catalysts: [Br-].C(CCC)[N+](CCCC)(CCCC)CCCC (tetrabutylammonium bromide). The solvent is CC(=O)C (acetone). Yields the product C(C1=CC=CC=C1)OC1=CC(=C(C(=O)OC)C=C1)O (methyl 4-benzyloxy-2-hydroxybenzoate). RXN SMILES: [OH:1][C:2]1[CH:11]=[C:10]([OH:12])[CH:9]=[CH:8][C:3]=1[C:4]([O:6][CH3:7])=[O:5].[CH2:13](Cl)[C:14]1[CH:19]=[CH:18][CH:17]=[CH:16][CH:15]=1.C(=O)([O-])[O-].[K+].[K+].[I-].[K+]>[Br-].C([N+](CCCC)(CCCC)CCCC)CCC.CC(C)=O>[CH2:13]([O:12][C:10]1[CH:9]=[CH:8][C:3]([C:4]([O:6][CH3:7])=[O:5])=[C:2]([OH:1])[CH:11]=1)[C:14]1[CH:19]=[CH:18][CH:17]=[CH:16][CH:15]=1 |f:2.3.4,5.6,7.8|. Reported procedure: A mixture of methyl 2,4-dihydroxybenzoate (50 g), benzyl chloride (37 mL), tetrabutylammonium bromide (0.25 g), potassium carbonate (44.4 g) and potassium iodide (18.4 g) in acetone is stirred at reflux overnight. The reaction mixture is evaporated to dryness and the residue is partitioned between water (300 mL) and ethyl acetate (300 mL). The organic layer is washed with aqueous sodium hydrogen carbonate solution and water, dried and evaporated. Crystallisation of the residue from ethyl acetate... Reactants: CCOC(C)=O, CCc1nc2ccccc2n1-c1nc(N2CCOCC2)c2nc(CCl)n(C)c2n1, [K+], [K+], C1CN(C2CNC2)CCO1, O=C([O-])[O-], CN(C)C=O. Product: CCc1nc2ccccc2n1-c1nc(N2CCOCC2)c2nc(CN3CC(N4CCOCC4)C3)n(C)c2n1. Reaction SMILES: [CH3:51][CH2:52][O:53][C:54]([CH3:55])=[O:56].[Cl:1][CH2:2][c:3]1[n:4]([CH3:29])[c:5]2[n:6][c:7](-[n:18]3[c:19]([CH2:27][CH3:28])[n:20][c:21]4[c:22]3[cH:23][cH:24][cH:25][cH:26]4)[n:8][c:9]([N:12]3[CH2:13][CH2:14][O:15][CH2:16][CH2:17]3)[c:10]2[n:11]1.[K+:40].[K+:41].[NH:30]1[CH2:31][CH:32]([N:34]2[CH2:35][CH2:36][O:37][CH2:38][CH2:39]2)[CH2:33]1.[O-:42][C:43]([O-:44])=[O:45].[O:46]=[CH:47][N:48]([CH3:49])[CH3:50]>>[CH2:2]([c:3]1[n:4]([CH3:29])[c:5]2[n:6][c:7](-[n:18]3[c:19]([CH2:27][CH3:28])[n:20][c:21]4[c:22]3[cH:23][cH:24][cH:25][cH:26]4)[n:8][c:9]([N:12]3[CH2:13][CH2:14][O:15][CH2:16][CH2:17]3)[c:10]2[n:11]1)[N:30]1[CH2:31][CH:32]([N:34]2[CH2:35][CH2:36][O:37][CH2:38][CH2:39]2)[CH2:33]1. Starting materials: C(C=C)[C@@]1(C(N[C@@H]([C@H](C1)C1=CC(=CC=C1)Cl)C1=NC=C(C=C1)Cl)=O)C ((3S,5R,6S)-3-allyl-5-(3-chlorophenyl)-6-(5-chloropyridin-2-yl)-3-methylpiperidin-2-one), [H-].[Na+] (sodium hydride), BrC(C(=O)OC(C)(C)C)CC (tert-butyl 2-bromobutanoate). The solvent is CN(C)C=O (DMF). Run at time 8 hour. The product is C(C=C)[C@@]1(C(N([C@@H]([C@H](C1)C1=CC(=CC=C1)Cl)C1=NC=C(C=C1)Cl)C(C(=O)OC(C)(C)C)CC)=O)C (tert-Butyl 2-((3S,5R,6S)-3-allyl-5-(3-chlorophenyl)-6-(5-chloropyridin-2-yl)-3-methyl-2-oxopiperidin-1-yl)butanoate). Reaction SMILES: [CH2:1]([C@@:4]1([CH3:25])[CH2:9][C@H:8]([C:10]2[CH:15]=[CH:14][CH:13]=[C:12]([Cl:16])[CH:11]=2)[C@@H:7]([C:17]2[CH:22]=[CH:21][C:20]([Cl:23])=[CH:19][N:18]=2)[NH:6][C:5]1=[O:24])[CH:2]=[CH2:3].[H-].[Na+].Br[CH:29]([CH2:37][CH3:38])[C:30]([O:32][C:33]([CH3:36])([CH3:35])[CH3:34])=[O:31]>CN(C=O)C>[CH2:1]([C@@:4]1([CH3:25])[CH2:9][C@H:8]([C:10]2[CH:15]=[CH:14][CH:13]=[C:12]([Cl:16])[CH:11]=2)[C@@H:7]([C:17]2[CH:22]=[CH:21][C:20]([Cl:23])=[CH:19][N:18]=2)[N:6]([CH:29]([CH2:37][CH3:38])[C:30]([O:32][C:33]([CH3:36])([CH3:35])[CH3:34])=[O:31])[C:5]1=[O:24])[CH:2]=[CH2:3] |f:1.2|. Reported procedure: To a solution of (3S,5R,6S)-3-allyl-5-(3-chlorophenyl)-6-(5-chloropyridin-2-yl)-3-methylpiperidin-2-one (77 mg, 0.205 mmol, Example 124, Step C) in DMF (0.3 mL) was added slowly 9.5 mg (0.24 mmol) of a dispersion of 60% sodium hydride in mineral oil followed by tert-butyl 2-bromobutanoate (92 mg, 0.410 mmol). The reaction was stirred at ambient temperature overnight, quenched with MeOH/HOAc, was diluted with EtOAc and water and extracted to EtOAc. The organics were dried over Na2SO4, filtered an...